Dataset: the Open Reaction Database (ORD), a public repository of structured organic reaction records. Task: describe an organic reaction: reactants, conditions, products, and yield Starting materials: Cl (Hydrochloric acid), C([O-])([O-])=O.[Na+].[Na+] (sodium carbonate), ClC1=NC=C(C=C1)COCC1=CC=C(C=C1)C1=CC=CC=C1 (2-chloro-5-[(4-phenylphenyl)methoxymethyl]pyridine), C1(CCCCC1)P(C1=C(C=CC=C1)C1=CC=CC=C1)C1CCCCC1 (2-(dicyclohexylphosphino)biphenyl), C[Si](C)(C)[N-][Si](C)(C)C.[Li+] (lithium bis(trimethylsilyl)amide). Reagents/catalysts: C=1C=CC(=CC1)/C=C/C(=O)/C=C/C2=CC=CC=C2.C=1C=CC(=CC1)/C=C/C(=O)/C=C/C2=CC=CC=C2.C=1C=CC(=CC1)/C=C/C(=O)/C=C/C2=CC=CC=C2.[Pd].[Pd] (tris(dibenzylideneacetone)dipalladium). Solvent: O (water), O1CCCC1 (tetrahydrofuran), O1CCCC1 (tetrahydrofuran). Conditions: time 30 minute. The product is C1(=CC=CC=C1)C1=CC=C(C=C1)COCC=1C=CC(=NC1)N (5-[(4-Phenylphenyl)methoxymethyl]pyridin-2-amine). RXN SMILES: Cl[C:2]1[CH:7]=[CH:6][C:5]([CH2:8][O:9][CH2:10][C:11]2[CH:16]=[CH:15][C:14]([C:17]3[CH:22]=[CH:21][CH:20]=[CH:19][CH:18]=3)=[CH:13][CH:12]=2)=[CH:4][N:3]=1.C1(P(C2CCCCC2)C2C=CC=CC=2C2C=CC=CC=2)CCCCC1.C[Si]([N-:52][Si](C)(C)C)(C)C.[Li+].Cl.C(=O)([O-])[O-].[Na+].[Na+]>O1CCCC1.C1C=CC(/C=C/C(/C=C/C2C=CC=CC=2)=O)=CC=1.C1C=CC(/C=C/C(/C=C/C2C=CC=CC=2)=O)=CC=1.C1C=CC(/C=C/C(/C=C/C2C=CC=CC=2)=O)=CC=1.[Pd].[Pd].O>[C:17]1([C:14]2[CH:15]=[CH:16][C:11]([CH2:10][O:9][CH2:8][C:5]3[CH:6]=[CH:7][C:2]([NH2:52])=[N:3][CH:4]=3)=[CH:12][CH:13]=2)[CH:22]=[CH:21][CH:20]=[CH:19][CH:18]=1 |f:2.3,5.6.7,9.10.11.12.13|. Reported procedure: To a solution of 2-chloro-5-[(4-phenylphenyl)methoxymethyl]pyridine (0.206 g) in tetrahydrofuran (10 mL), tris(dibenzylideneacetone)dipalladium (63 mg), 2-(dicyclohexylphosphino)biphenyl (48 mg), and a solution of lithium bis(trimethylsilyl)amide in tetrahydrofuran (1.0 M, 1.0 mL) were added at room temperature, and the mixture was heated to reflux for 22 hours under a nitrogen atmosphere. Hydrochloric acid (2 M, 10 mL) was added to the reaction solution, and the mixture was further stirred for ... The reactants are CO, O=C(O)Cc1ccc(O)c(F)c1, O, O=S(=O)(O)O. Product: COC(=O)Cc1ccc(O)c(F)c1. RXN SMILES: [CH3:13][OH:14].[F:1][c:2]1[cH:3][c:4]([CH2:9][C:10](=[O:11])[OH:12])[cH:5][cH:6][c:7]1[OH:8].[OH2:20].[S:15](=[O:16])(=[O:17])([OH:18])[OH:19]>>[F:1][c:2]1[cH:3][c:4]([CH2:9][C:10]([O:11][CH3:13])=[O:12])[cH:5][cH:6][c:7]1[OH:8]. Reactants: COc1cc(C#N)ccc1CBr, O=C1NC(=O)c2ccccc21, [K], CN(C)C=O, O. Product: COc1cc(C#N)ccc1CN1C(=O)c2ccccc2C1=O. Reaction SMILES: [Br:1][CH2:2][c:3]1[c:4]([O:11][CH3:12])[cH:5][c:6]([C:7]#[N:8])[cH:9][cH:10]1.[C:13]1(=[O:23])[c:14]2[c:15]([cH:19][cH:20][cH:21][cH:22]2)[C:16](=[O:18])[NH:17]1.[K:24].[O:26]=[CH:27][N:28]([CH3:29])[CH3:30].[OH2:25]>>[CH2:2]([c:3]1[c:4]([O:11][CH3:12])[cH:5][c:6]([C:7]#[N:8])[cH:9][cH:10]1)[N:17]1[C:13](=[O:23])[c:14]2[c:15]([cH:19][cH:20][cH:21][cH:22]2)[C:16]1=[O:18].